Task: describe an organic reaction: reactants, conditions, products, and yield. Dataset: the Open Reaction Database (ORD), a public repository of structured organic reaction records The reactants are COCC(COC)N1CCc2cc(N)c(OC)cc2CC1, CN(C)S(=O)(=O)c1cc(Cl)ccc1Nc1nc(Cl)ncc1Cl. Yields the product COCC(COC)N1CCc2cc(Nc3ncc(Cl)c(Nc4ccc(Cl)cc4S(=O)(=O)N(C)C)n3)c(OC)cc2CC1. Reaction SMILES: [CH3:1][O:2][c:3]1[c:4]([NH2:21])[cH:5][c:6]2[c:7]([cH:20]1)[CH2:8][CH2:9][N:10]([CH:13]([CH2:14][O:15][CH3:16])[CH2:17][O:18][CH3:19])[CH2:11][CH2:12]2.[Cl:22][c:23]1[cH:24][cH:25][c:26]([NH:35][c:36]2[n:37][c:38]([Cl:43])[n:39][cH:40][c:41]2[Cl:42])[c:27]([S:29](=[O:30])(=[O:31])[N:32]([CH3:33])[CH3:34])[cH:28]1>>[CH3:1][O:2][c:3]1[c:4]([NH:21][c:38]2[n:37][c:36]([NH:35][c:26]3[cH:25][cH:24][c:23]([Cl:22])[cH:28][c:27]3[S:29](=[O:30])(=[O:31])[N:32]([CH3:33])[CH3:34])[c:41]([Cl:42])[cH:40][n:39]2)[cH:5][c:6]2[c:7]([cH:20]1)[CH2:8][CH2:9][N:10]([CH:13]([CH2:14][O:15][CH3:16])[CH2:17][O:18][CH3:19])[CH2:11][CH2:12]2. The reactants are NC1=C(C(=NO1)CC)C (5-amino-3-ethyl-4-methylisoxazole), C1(=CC=CC=C1)S(=O)(=O)Cl (benzenesulfonyl chloride). Product: C(C)C1=NOC(=C1C)NS(=O)(=O)C1=CC=CC=C1 (N-(3-Ethyl-4-methyl-5-isoxazolyl)benzenesulfonamide). Isolated yield 68.0%. As a reaction SMILES: [NH2:1][C:2]1[O:6][N:5]=[C:4]([CH2:7][CH3:8])[C:3]=1[CH3:9].[C:10]1([S:16](Cl)(=[O:18])=[O:17])[CH:15]=[CH:14][CH:13]=[CH:12][CH:11]=1>>[CH2:7]([C:4]1[C:3]([CH3:9])=[C:2]([NH:1][S:16]([C:10]2[CH:15]=[CH:14][CH:13]=[CH:12][CH:11]=2)(=[O:18])=[O:17])[O:6][N:5]=1)[CH3:8]. Procedure details: N-(3-Ethyl-4-methyl-5-isoxazolyl)benzenesulfonamide was prepared as described in Example 42 from 5-amino-3-ethyl-4-methylisoxazole and benzenesulfonyl chloride in 68% yield. Purification was achieved by preparative HPLC to give a white solid, m.p. 94°-95° C. Starting materials: C(C)N(C(C)=O)C1=NNC2=C1C=NC(=C2)NC(=O)N[C@H](C)C2=CC=CC=C2 ((R)—N-Ethyl-N-(6-(3-(1-phenylethyl)ureido)-1H-pyrazolo[4,3-c]pyridin-3-yl)acetamide), [B-](F)(F)(F)F.[B-](F)(F)(F)F.C1C[N+]2(CC[N+]1(CC2)CCl)F (Selectfluor). Solvent: CC(=O)N(C)C (DMA), CO (methanol). Reaction conditions: time 8 hour. Product: C(C)NC1=NNC2=C1C=NC(=C2F)NC(=O)N[C@H](C)C2=CC=CC=C2 ((R)-1-(3-(ethylamino)-7-fluoro-1H-pyrazolo[4,3-c]pyridin-6-yl)-3-(1-phenylethyl)urea). RXN SMILES: [CH2:1]([N:3]([C:7]1[C:11]2[CH:12]=[N:13][C:14]([NH:16][C:17]([NH:19][C@@H:20]([C:22]3[CH:27]=[CH:26][CH:25]=[CH:24][CH:23]=3)[CH3:21])=[O:18])=[CH:15][C:10]=2[NH:9][N:8]=1)C(=O)C)[CH3:2].[B-](F)(F)(F)[F:29].[B-](F)(F)(F)F.C1[N+]2(CCl)CC[N+](F)(CC2)C1>CC(N(C)C)=O.CO>[CH2:1]([NH:3][C:7]1[C:11]2[CH:12]=[N:13][C:14]([NH:16][C:17]([NH:19][C@@H:20]([C:22]3[CH:27]=[CH:26][CH:25]=[CH:24][CH:23]=3)[CH3:21])=[O:18])=[C:15]([F:29])[C:10]=2[NH:9][N:8]=1)[CH3:2] |f:1.2.3|. Procedure details: (R)—N-Ethyl-N-(6-(3-(1-phenylethyl)ureido)-1H-pyrazolo[4,3-c]pyridin-3-yl)acetamide (154 mg, 0.420 mmol) was dissolved in DMA (1 mL) and methanol (1 mL), charged with powdered Selectfluor® (164 mg, 0.462 mmol), and stirred at room temperature overnight. The reaction was then to heated to 55° C. for 8 h. The resulting crude residue was purified by mass-triggered reverse phase HPLC. Fractions containing pure compound were filtered through a PS-HCO3 cartridge and the filtrate was concentrated in va... Starting materials: ClCC1=CC=C(C=C1)C=1C(=NC=CN1)NS(=O)(=O)C1=C(C=CC=C1)C(F)(F)F (N-{3-[4-(chloromethyl)phenyl]pyrazin-2-yl}-2-(trifluoromethyl)benzenesulfonamide), ClCC1=CC=C(C=C1)C=1C(=NC=CN1)NS(=O)(=O)C1=C(C=CC=C1)C(F)(F)F (N-{3-[4-(chloromethyl)phenyl]pyrazin-2-yl}-2-(trifluoromethyl)benzenesulfonamide), FC1=CC=C2C=CNC2=C1 (6-fluoro-1H-indole). The product is FC1=CC=C2C=CN(C2=C1)CC1=CC=C(C=C1)C=1C(=NC=CN1)NS(=O)(=O)C1=C(C=CC=C1)C(F)(F)F (N-{3-[4-(6-Fluoro-indol-1-ylmethyl)-phenyl]-pyrazin-2-yl}-2-trifluoromethyl-benzenesulfonamide). Yield: 77.0%. Reaction SMILES: Cl[CH2:2][C:3]1[CH:8]=[CH:7][C:6]([C:9]2[C:10]([NH:15][S:16]([C:19]3[CH:24]=[CH:23][CH:22]=[CH:21][C:20]=3[C:25]([F:28])([F:27])[F:26])(=[O:18])=[O:17])=[N:11][CH:12]=[CH:13][N:14]=2)=[CH:5][CH:4]=1.[F:29][C:30]1[CH:38]=[C:37]2[C:33]([CH:34]=[CH:35][NH:36]2)=[CH:32][CH:31]=1>>[F:29][C:30]1[CH:38]=[C:37]2[C:33]([CH:34]=[CH:35][N:36]2[CH2:2][C:3]2[CH:8]=[CH:7][C:6]([C:9]3[C:10]([NH:15][S:16]([C:19]4[CH:24]=[CH:23][CH:22]=[CH:21][C:20]=4[C:25]([F:28])([F:27])[F:26])(=[O:18])=[O:17])=[N:11][CH:12]=[CH:13][N:14]=3)=[CH:5][CH:4]=2)=[CH:32][CH:31]=1. Procedure details: Following the general method as outlined in Example 1 (Method B), starting from N-{3-[4-(chloromethyl)phenyl]pyrazin-2-yl}-2-(trifluoromethyl)benzenesulfonamide (Intermediate 9), and 6-fluoro-1H-indole, the title compound was isolated as a yellow solid in 77% yield (97% purity by HPLC). Yields the product CCCC(C(=O)O)c1c(C)nc2ccnn2c1N1CCCC(NS(=O)(=O)c2ccc(Cl)cc2)C1. RXN SMILES: [CH3:39][CH2:40][OH:41].[Cl:1][c:2]1[cH:3][cH:4][c:5]([S:8](=[O:9])(=[O:10])[NH:11][CH:12]2[CH2:13][N:14]([c:18]3[c:19]([CH:28]([C:29](=[O:30])[O:31][CH2:32][CH3:33])[CH2:34][CH2:35][CH3:36])[c:20]([CH3:27])[n:21][c:22]4[n:23]3[n:24][cH:25][cH:26]4)[CH2:15][CH2:16][CH2:17]2)[cH:6][cH:7]1.[Na+:38].[OH-:37]>>[Cl:1][c:2]1[cH:3][cH:4][c:5]([S:8](=[O:9])(=[O:10])[NH:11][CH:12]2[CH2:13][N:14]([c:18]3[c:19]([CH:28]([C:29](=[O:30])[OH:31])[CH2:34][CH2:35][CH3:36])[c:20]([CH3:27])[n:21][c:22]4[n:23]3[n:24][cH:25][cH:26]4)[CH2:15][CH2:16][CH2:17]2)[cH:6][cH:7]1. The reactants are CCO, CCCC(C(=O)OCC)c1c(C)nc2ccnn2c1N1CCCC(NS(=O)(=O)c2ccc(Cl)cc2)C1, [Na+], [OH-]. Starting materials: NC1(CO)Cc2ccccc2C1, O=C1OC(=O)c2ccccc21, O. Yields the product O=C1c2ccccc2C(=O)N1C1(CO)Cc2ccccc2C1. As a reaction SMILES: [NH2:1][C:2]1([CH2:11][OH:12])[CH2:3][c:4]2[cH:5][cH:6][cH:7][cH:8][c:9]2[CH2:10]1.[O:13]=[C:14]1[O:15][C:16](=[O:17])[c:18]2[cH:19][cH:20][cH:21][cH:22][c:23]21.[OH2:24]>>[N:1]1([C:2]2([CH2:11][OH:12])[CH2:3][c:4]3[cH:5][cH:6][cH:7][cH:8][c:9]3[CH2:10]2)[C:14](=[O:13])[c:23]2[c:18]([cH:19][cH:20][cH:21][cH:22]2)[C:16]1=[O:15]. Reactants: COC(=O)c1ccc(C(=O)NN=C(c2ccccc2)c2nn(C)c(-c3ccc(C(C)(C)C)cc3)c2O)cc1, CO, Cl, [Na+], [OH-], O. Product: Cn1nc(C(=NNC(=O)c2ccc(C(=O)O)cc2)c2ccccc2)c(O)c1-c1ccc(C(C)(C)C)cc1. Reaction SMILES: [C:1]([CH3:2])([CH3:3])([CH3:4])[c:5]1[cH:6][cH:7][c:8](-[c:11]2[c:12]([OH:38])[c:13]([C:17](=[N:18][NH:19][C:20](=[O:21])[c:22]3[cH:23][cH:24][c:25]([C:26](=[O:27])[O:28][CH3:29])[cH:30][cH:31]3)[c:32]3[cH:33][cH:34][cH:35][cH:36][cH:37]3)[n:14][n:15]2[CH3:16])[cH:9][cH:10]1.[CH3:39][OH:40].[ClH:43].[Na+:42].[OH-:41].[OH2:44]>>[C:1]([CH3:2])([CH3:3])([CH3:4])[c:5]1[cH:6][cH:7][c:8](-[c:11]2[c:12]([OH:38])[c:13]([C:17](=[N:18][NH:19][C:20](=[O:21])[c:22]3[cH:23][cH:24][c:25]([C:26](=[O:27])[OH:28])[cH:30][cH:31]3)[c:32]3[cH:33][cH:34][cH:35][cH:36][cH:37]3)[n:14][n:15]2[CH3:16])[cH:9][cH:10]1. Reactants: CC(C)(C)OC(=O)N1CCC2(CC1)CNC(=O)O2, COc1ccc([N+](=O)[O-])cc1CBr, [H-], [Na+], CN(C)C=O, O. The product is COc1ccc([N+](=O)[O-])cc1CN1CC2(CCN(C(=O)OC(C)(C)C)CC2)OC1=O. Reaction SMILES: [C:3]([CH3:4])([CH3:5])([CH3:6])[O:7][C:8](=[O:9])[N:10]1[CH2:11][CH2:12][C:13]2([CH2:14][NH:15][C:16](=[O:18])[O:17]2)[CH2:19][CH2:20]1.[CH3:21][O:22][c:23]1[c:24]([CH2:25][Br:26])[cH:27][c:28]([N+:31](=[O:32])[O-:33])[cH:29][cH:30]1.[H-:1].[Na+:2].[O:35]=[CH:36][N:37]([CH3:38])[CH3:39].[OH2:34]>>[C:3]([CH3:4])([CH3:5])([CH3:6])[O:7][C:8](=[O:9])[N:10]1[CH2:11][CH2:12][C:13]2([CH2:14][N:15]([CH2:25][c:24]3[c:23]([O:22][CH3:21])[cH:30][cH:29][c:28]([N+:31](=[O:32])[O-:33])[cH:27]3)[C:16](=[O:18])[O:17]2)[CH2:19][CH2:20]1. Reactants: CCOC(c1c(C=O)c2cc(ccc2[nH]1)F)=O, CC1=CN=C(C=C1)N, [C-]#[N+]C1CCCCC1. Reagents/catalysts: O=C(O)C(F)(F)F (trifluoroacetic acid). Run in CC(C)O (isopropyl alcohol), CC(C)O (isopropylalcohol). Conditions: temperature 22 celsius, time 20 hour. Product: CCOC(c1c(c2cc(ccc2[nH]1)F)c1c(NC2CCCCC2)n2cc(C)ccc2n1)=O. Isolated yield 0.0%. RXN SMILES: CC1=CC=C(N)N=C1.[C-]#[N+]C1CCCCC1.CCOC(=O)C1=C(C=O)C2=C(N1)C=CC(F)=C2>>CCOC(=O)C1=C(C2=C(N1)C=CC(F)=C2)C1=C(NC2CCCCC2)N2C=C(C)C=CC2=N1.